Dataset: the Open Reaction Database (ORD), a public repository of structured organic reaction records. Task: describe an organic reaction: reactants, conditions, products, and yield The reactants are O=C([O-])[O-], CCOC(C)=O, CS(C)=O, [Cu]I, Ic1cccnc1, [K+], [K+], O=C(O)C1CCCN1, NCCC(c1ccccc1)c1ccccc1. Product: c1ccc(C(CCNc2cccnc2)c2ccccc2)cc1. Reaction SMILES: [C:24](=[O:25])([O-:26])[O-:27].[CH3:38][CH2:39][O:40][C:41]([CH3:42])=[O:43].[CH3:46][S:47]([CH3:48])=[O:49].[Cu:44][I:45].[I:1][c:2]1[cH:3][n:4][cH:5][cH:6][cH:7]1.[K+:28].[K+:29].[NH:30]1[CH2:31][CH2:32][CH2:33][CH:34]1[C:35]([OH:36])=[O:37].[c:8]1([CH:14]([CH2:15][CH2:16][NH2:17])[c:18]2[cH:19][cH:20][cH:21][cH:22][cH:23]2)[cH:9][cH:10][cH:11][cH:12][cH:13]1>>[c:2]1([NH:17][CH2:16][CH2:15][CH:14]([c:8]2[cH:9][cH:10][cH:11][cH:12][cH:13]2)[c:18]2[cH:19][cH:20][cH:21][cH:22][cH:23]2)[cH:3][n:4][cH:5][cH:6][cH:7]1. Starting materials: CC(C)[Si](OC1=CC=C(C=C1)CO)(C(C)C)C(C)C ((4-{[Tris(1-methylethyl)silyl]oxy}phenyl)methanol), C1(=CC=CC=C1)P(C1=CC=CC=C1)C1=CC=CC=C1 (triphenylphosphine), N1C=NC=C1 (imidazole), BrBr (bromine), C1(=CC=CC=C1)P(C1=CC=CC=C1)(C1=CC=CC=C1)=O (TPPO). Run in C(C)OCC (diethyl ether), C(C)#N (acetonitrile), C(C)OCC (diethyl ether), O (water). Run at temperature 0 celsius. The product is BrCC1=CC=C(O[Si](C(C)C)(C(C)C)C(C)C)C=C1 ([4-(Bromomethyl)phenoxy][tris(1-methylethyl)]silane). Reaction SMILES: [CH3:1][CH:2]([Si:4]([CH:17]([CH3:19])[CH3:18])([CH:14]([CH3:16])[CH3:15])[O:5][C:6]1[CH:11]=[CH:10][C:9]([CH2:12]O)=[CH:8][CH:7]=1)[CH3:3].C1(P(C2C=CC=CC=2)C2C=CC=CC=2)C=CC=CC=1.N1C=CN=C1.[Br:44]Br.C1(P(=O)(C2C=CC=CC=2)C2C=CC=CC=2)C=CC=CC=1>C(OCC)C.C(#N)C.O>[Br:44][CH2:12][C:9]1[CH:10]=[CH:11][C:6]([O:5][Si:4]([CH:17]([CH3:19])[CH3:18])([CH:14]([CH3:16])[CH3:15])[CH:2]([CH3:3])[CH3:1])=[CH:7][CH:8]=1. Procedure: To a solution of (4-{[tris(1-methylethyl)silyl]oxy}phenyl)methanol (Step 2, 1.0 g, 3.56 mmol) in diethyl ether (20 mL) and acetonitrile (7.5 mL) was added triphenylphosphine (0.94 g, 3.57 mmol) and imidazole (243 mg, 3.57 mmol). After being cooled to 0° C., a solution of bromine (184 μL, 3.56 mmol) in diethyl ether (2.5 mL) was added dropwise. The reaction mixture was stirred at rt over night. Then water was added, and it was extracted with ethyl acetate. The organic extract was washed with wate... Reactants: ClC=1C=C(C(=O)OO)C=CC1 (3 -Chloroperoxybenzoic acid), C(=O)([O-])[O-].[Na+].[Na+] (Na2CO3), FC1=CC=C(C=2C[C@H](COC21)N=CC2=CC=C(C=C2)OC)OC ((R)-8-fluoro-5-methoxy-3-[N-(4-methoxybenzylidene)-amino]-3,4-dihydro-2H-1-benzopyran), Cl.NO (hydroxylamine hydrochloride). Solvent: C(Cl)Cl (methylene chloride), O (Water), CO (methanol). The product is FC1=CC=C(C=2C[C@H](COC21)NO)OC ((R)-8-Fluoro-3-hydroxylamino-5-methoxy-3,4-dihydro- 2H -1-benzopyran). Yield: 89.0%. Reaction SMILES: ClC1C=C(C=CC=1)C(OO)=[O:6].[F:12][C:13]1[C:22]2[O:21][CH2:20][C@H:19]([N:23]=CC3C=CC(OC)=CC=3)[CH2:18][C:17]=2[C:16]([O:33][CH3:34])=[CH:15][CH:14]=1.Cl.NO.C([O-])([O-])=O.[Na+].[Na+]>O.CO.C(Cl)Cl>[F:12][C:13]1[C:22]2[O:21][CH2:20][C@H:19]([NH:23][OH:6])[CH2:18][C:17]=2[C:16]([O:33][CH3:34])=[CH:15][CH:14]=1 |f:2.3,4.5.6|. Procedure details: 3 -Chloroperoxybenzoic acid (85%; 7.6 g, 37.6 mmol) was added in portions to a stirred and cooled solution (+4° C.) of (R)-8-fluoro-5-methoxy-3-[N-(4-methoxybenzylidene)-amino]-3,4-dihydro-2H-1-benzopyran (10.8 g, 34 mmol) and methylene chloride (65 mL). The mixture was stirred over night at room temperature. Precipitated 3-chlorobenzoic acid was filtered off and the clear yellow filtrate was concentrated in vacuo. The oily residue was taken up in a solution of hydroxylamine hydrochloride (2.83 ... Reactants: C(C)[C@H]1NS(CC1)(=O)=O ((R)-3-ethylisothiazolidine 1,1-dioxide), CC=1C(=NC=C(C1)C)N1CCN(CC1)C(=O)C1=CC=C(C=C1)I ([4-(3,5-dimethylpyridin-2-yl)piperazin-1-yl](4-iodophenyl)methanone). Yields the product CC=1C(=NC=C(C1)C)N1CCN(CC1)C(=O)C1=CC=C(C=C1)N1S(CC[C@H]1CC)(=O)=O ((R)-[4-(3,5-dimethylpyridin-2-yl)piperazin-1-yl][4-(3-ethyl-1,1-dioxo-1λ6-isothiazolidin-2-yl)phenyl]methanone). The yield is 12.9%. Reaction SMILES: [CH2:1]([C@@H:3]1[CH2:7][CH2:6][S:5](=[O:9])(=[O:8])[NH:4]1)[CH3:2].[CH3:10][C:11]1[C:12]([N:18]2[CH2:23][CH2:22][N:21]([C:24]([C:26]3[CH:31]=[CH:30][C:29](I)=[CH:28][CH:27]=3)=[O:25])[CH2:20][CH2:19]2)=[N:13][CH:14]=[C:15]([CH3:17])[CH:16]=1>>[CH3:10][C:11]1[C:12]([N:18]2[CH2:19][CH2:20][N:21]([C:24]([C:26]3[CH:31]=[CH:30][C:29]([N:4]4[C@H:3]([CH2:1][CH3:2])[CH2:7][CH2:6][S:5]4(=[O:9])=[O:8])=[CH:28][CH:27]=3)=[O:25])[CH2:22][CH2:23]2)=[N:13][CH:14]=[C:15]([CH3:17])[CH:16]=1. Procedure details: Using (R)-3-ethylisothiazolidine 1,1-dioxide (150 mg) described in Preparation Example 3 and [4-(3,5-dimethylpyridin-2-yl)piperazin-1-yl](4-iodophenyl)methanone (421 mg) described in Preparation Example 113 and by the reaction and treatment in the same manner as in Example 1, the title compound (57 mg) was obtained. Reactants: Fc1cc(Br)ccc1CBr, O=C([O-])[O-], CN(C)C=O, CCOC(=O)Cn1c(=O)[nH]c2ccc(Cl)cc2c1=O, [K+], [K+], O. The product is CCOC(=O)Cn1c(=O)c2cc(Cl)ccc2n(Cc2ccc(Br)cc2F)c1=O. Reaction SMILES: [Br:31][c:32]1[cH:33][c:34]([F:40])[c:35]([CH2:36][Br:37])[cH:38][cH:39]1.[C:25](=[O:26])([O-:27])[O-:28].[CH3:1][N:2]([CH3:3])[CH:4]=[O:5].[Cl:6][c:7]1[cH:8][c:9]2[c:10](=[O:24])[n:11]([CH2:18][C:19](=[O:20])[O:21][CH2:22][CH3:23])[c:12](=[O:17])[nH:13][c:14]2[cH:15][cH:16]1.[K+:29].[K+:30].[OH2:41]>>[Cl:6][c:7]1[cH:8][c:9]2[c:10](=[O:24])[n:11]([CH2:18][C:19](=[O:20])[O:21][CH2:22][CH3:23])[c:12](=[O:17])[n:13]([CH2:36][c:35]3[c:34]([F:40])[cH:33][c:32]([Br:31])[cH:39][cH:38]3)[c:14]2[cH:15][cH:16]1. Starting materials: ClC=1C(=NC=C(C1)C(F)(F)F)C1=CC(=C(C=C1)Cl)OC (3-chloro-2-(4-chloro-3-methoxyphenyl)-5-trifluoromethylpyridine), ClC1=CC(=CC=C1)C(=O)OO (3-chloroperbenzoic acid). The solvent is C(Cl)Cl (methylene chloride). Reaction conditions: time 16 hour. Product: ClC=1C(=[N+](C=C(C1)C(F)(F)F)[O-])C1=CC(=C(C=C1)Cl)OC (3-Chloro-2-(4-chloro-3-methoxyphenyl)-5-trifluoromethylpyridine N-oxide). As a reaction SMILES: [Cl:1][C:2]1[C:3]([C:12]2[CH:17]=[CH:16][C:15]([Cl:18])=[C:14]([O:19][CH3:20])[CH:13]=2)=[N:4][CH:5]=[C:6]([C:8]([F:11])([F:10])[F:9])[CH:7]=1.ClC1C=CC=C(C(OO)=[O:29])C=1>C(Cl)Cl>[Cl:1][C:2]1[C:3]([C:12]2[CH:17]=[CH:16][C:15]([Cl:18])=[C:14]([O:19][CH3:20])[CH:13]=2)=[N+:4]([O-:29])[CH:5]=[C:6]([C:8]([F:11])([F:9])[F:10])[CH:7]=1. Reported procedure: A solution of 4.5 g (14 mmol) of 3-chloro-2-(4-chloro-3-methoxyphenyl)-5-trifluoromethylpyridine and 9.7 g (31 mmol) of 3-chloroperbenzoic acid in 80 ml of methylene chloride was stirred at 23° C. for 4 days and then at 40° C. for 16 h. The mixture was then extracted with 100 ml of 10% strength aqueous sodium bisulfate solution, with 100 ml of a 10% strength aqueous sodium bicarbonate solution and three times with 80 ml of water each time. The organic phase was concentrated, and the residue was ... The reactants are CCOc1ccccc1OCCNC(C)Cc1cc(C#N)c2c(c1)CCN2CCCO, CS(C)=O, [Na+], [Na+], [Na+], [OH-], O, OO, O=S([O-])[O-]. The product is CCOc1ccccc1OCCNC(C)Cc1cc2c(c(C(N)=O)c1)N(CCCO)CC2. As a reaction SMILES: [CH2:1]([CH3:2])[O:3][c:4]1[c:5]([O:6][CH2:7][CH2:8][NH:9][CH:10]([CH2:11][c:12]2[cH:13][c:14]3[c:18]([c:19]([C:21]#[N:22])[cH:20]2)[N:17]([CH2:23][CH2:24][CH2:25][OH:26])[CH2:16][CH2:15]3)[CH3:27])[cH:28][cH:29][cH:30][cH:31]1.[CH3:42][S:43]([CH3:44])=[O:45].[Na+:33].[Na+:40].[Na+:41].[OH-:32].[OH2:46].[OH:34][OH:35].[S:36](=[O:37])([O-:38])[O-:39]>>[CH2:1]([CH3:2])[O:3][c:4]1[c:5]([O:6][CH2:7][CH2:8][NH:9][CH:10]([CH2:11][c:12]2[cH:13][c:14]3[c:18]([c:19]([C:21]([NH2:22])=[O:37])[cH:20]2)[N:17]([CH2:23][CH2:24][CH2:25][OH:26])[CH2:16][CH2:15]3)[CH3:27])[cH:28][cH:29][cH:30][cH:31]1. The reactants are O (water), C[C@@](CO)(CCl)O ((2R)-2-methyl-3-chloropropane-1,2-diol), COC1=C(C(=C(C(=C1C)C)OC)C)C (2,5-dimethoxy-1,3,4,6-tetramethylbenzene), [H-].[Na+] (sodium hydride), polyethylene glycol 400. Run in O1CCOCC1 (dioxane). Conditions: time 16 hour. The product is C[C@@](CO)(CCC1=C(C(=C(C(=C1C)OC)C)C)OC)O ((2S)-2-methyl-4-(2,5-dimethoxy-3,4,6-trimethylphenyl)-1,2-butanediol). The yield is 88.7%. Reaction SMILES: [CH3:1][C@:2]([OH:7])([CH2:5]Cl)[CH2:3][OH:4].[CH3:8][O:9][C:10]1[C:15]([CH3:16])=[C:14]([CH3:17])[C:13]([O:18][CH3:19])=[C:12]([CH3:20])[C:11]=1[CH3:21].[H-].[Na+].O>O1CCOCC1>[CH3:1][C@:2]([OH:7])([CH2:5][CH2:17][C:14]1[C:15]([CH3:16])=[C:10]([O:9][CH3:8])[C:11]([CH3:21])=[C:12]([CH3:20])[C:13]=1[O:18][CH3:19])[CH2:3][OH:4] |f:2.3|. Reported procedure: 2.4 g (19.6 mmol) of (2R)-2-methyl-3-chloropropane-1,2-diol and 4.28 g (22 mmol) of 2,5-dimethoxy-1,3,4,6-tetramethylbenzene were dissolved in 20 ml of dioxane and heated to reflux temperature within 1 hour with 1.27 g (66 mmol) of sodium hydride (80% in mineral oil) and 0.1 ml of polyethylene glycol 400 (as the phase transfer catalyst) and stirred at this temperature for 16 hours. The mixture was then treated with 50 ml of water, filtered and washed with water. The residue was recrystallized fr... The reactants are NC=1C2=CC=CC=C2N=C2CCC(C(C12)=O)CCC1CCN(CC1)CC1=CC=CC=C1 (9-amino-2-(2-(1-benzylpiperidin-4-yl)ethyl)-1,2,3,4-tetrahydroacridin-1-one), CO (methanol), [BH4-].[Na+] (sodium borohydride). Product: NC=1C2=CC=CC=C2N=C2CCC(C(C12)O)CCC1CCN(CC1)CC1=CC=CC=C1 (9-amino-2-(2-(1-benzylpiperidin-4-yl)ethyl)-1,2,3,4-tetrahydroacridin-1-ol). As a reaction SMILES: [NH2:1][C:2]1[C:3]2[C:8]([N:9]=[C:10]3[C:15]=1[C:14](=[O:16])[CH:13]([CH2:17][CH2:18][CH:19]1[CH2:24][CH2:23][N:22]([CH2:25][C:26]4[CH:31]=[CH:30][CH:29]=[CH:28][CH:27]=4)[CH2:21][CH2:20]1)[CH2:12][CH2:11]3)=[CH:7][CH:6]=[CH:5][CH:4]=2.CO.[BH4-].[Na+]>O>[NH2:1][C:2]1[C:3]2[C:8]([N:9]=[C:10]3[C:15]=1[CH:14]([OH:16])[CH:13]([CH2:17][CH2:18][CH:19]1[CH2:24][CH2:23][N:22]([CH2:25][C:26]4[CH:27]=[CH:28][CH:29]=[CH:30][CH:31]=4)[CH2:21][CH2:20]1)[CH2:12][CH2:11]3)=[CH:7][CH:6]=[CH:5][CH:4]=2 |f:2.3|. Conditions: time 2 hour. The yield is 68.0%. The solvent is O (water). Reported procedure: 0.41 gm of 9-amino-2-(2-(1-benzylpiperidin-4-yl)ethyl)-1,2,3,4-tetrahydroacridin-1-one was dissolved into 10 ml of methanol. To the solution was added 0.15 gm of sodium borohydride, and the mixture was stirred for 2 hours at room temperature. After the addition of 30 ml of water, the reaction mixture was extracted with chloroform. The extract was washed with saturated brine, dried, and evaporated under reduced pressure. 0.28 gm of 9-amino-2-(2-(1-benzylpiperidin-4-yl)ethyl)-1,2,3,4-tetrahydroacr... Starting materials: OC1=CC=CC2=C1C=CO2 (4-Hydroxybenzofuran), BrCCCCCC(=O)OCC (ethyl 6-bromohexanoate), C([O-])([O-])=O.[K+].[K+] (potassium carbonate), [I-].[Na+] (sodium iodide). The solvent is C(C)O (ethanol). Yields the product O1C=CC2=C1C=CC=C2OCCCCCC(=O)OCC (ethyl 6-(4-benzofuranyloxy)-hexanoate). Reaction SMILES: [OH:1][C:2]1[C:7]2[CH:8]=[CH:9][O:10][C:6]=2[CH:5]=[CH:4][CH:3]=1.Br[CH2:12][CH2:13][CH2:14][CH2:15][CH2:16][C:17]([O:19][CH2:20][CH3:21])=[O:18].C(=O)([O-])[O-].[K+].[K+].[I-].[Na+]>C(O)C>[O:10]1[C:6]2[CH:5]=[CH:4][CH:3]=[C:2]([O:1][CH2:12][CH2:13][CH2:14][CH2:15][CH2:16][C:17]([O:19][CH2:20][CH3:21])=[O:18])[C:7]=2[CH:8]=[CH:9]1 |f:2.3.4,5.6|. Reported procedure: 4-Hydroxybenzofuran (1.3 g, 0.0097 M), ethyl 6-bromohexanoate (2.17 g, 0.0097 M), anhydrous potassium carbonate (1.44 g), sodium iodide (60 mg) and 95% ethanol (10 ml) were reacted together to give ethyl 6-(4-benzofuranyloxy)-hexanoate which was subsequently hydrolysed, as previously described for the preparation of 5-(4-benzofuranyloxy)pentanoic awcid, to give 6-(4-benzofuranyloxy)hexanoic acid, m.p. 86°-87° C. (Found: C, 67.54; H. 6.48. C14H16O4 requires C, 67.73; H. 6.50%).